This data is from the Open Reaction Database (ORD), a public repository of structured organic reaction records. The task is: describe an organic reaction: reactants, conditions, products, and yield The reactants are C(C)(=O)C1=CC=CC=C1 (acetophenone), IC1=CC=C(C=C1)NN (4-iodophenylhydrazine). Procedure: A solution of 1.54 g (12.82 mmol) of acetophenone in 10 ml of 50% strength acetic acid is added to a solution of 2.0 g (8.546 mmol) of 4-iodophenylhydrazine in 30 ml of the same solvent. The mixture is stirred at room temperature, and a precipitate is formed. After 30 minutes, the precipitate is filtered off and thoroughly washed with water and then with cyclohexane. The residue is dried under high vacuum. This gives 1.95 g (68% of theory) of the title compound. Run at time 30 minute. Run in same solvent, C(C)(=O)O (acetic acid). Yields the product IC1=CC=C(C=C1)NN=C(C)C1=CC=CC=C1 (Acetophenone-(4-iodophenyl)hydrazone). As a reaction SMILES: [C:1]([C:4]1[CH:9]=[CH:8][CH:7]=[CH:6][CH:5]=1)(=O)[CH3:2].[I:10][C:11]1[CH:16]=[CH:15][C:14]([NH:17][NH2:18])=[CH:13][CH:12]=1>C(O)(=O)C>[I:10][C:11]1[CH:16]=[CH:15][C:14]([NH:17][N:18]=[C:1]([C:4]2[CH:9]=[CH:8][CH:7]=[CH:6][CH:5]=2)[CH3:2])=[CH:13][CH:12]=1. Reactants: CC1=C(C=CC(=C1)C)O (2,4-dimethylphenol), BrCC(=O)C1=CC=CC=C1 (alpha-bromoacetophenone). The product is CC1=C(OCC(=O)C2=CC=CC=C2)C=CC(=C1)C (alpha-(2,4-dimethylphenoxy)acetophenone). As a reaction SMILES: [CH3:1][C:2]1[CH:7]=[C:6]([CH3:8])[CH:5]=[CH:4][C:3]=1[OH:9].Br[CH2:11][C:12]([C:14]1[CH:19]=[CH:18][CH:17]=[CH:16][CH:15]=1)=[O:13]>>[CH3:1][C:2]1[CH:7]=[C:6]([CH3:8])[CH:5]=[CH:4][C:3]=1[O:9][CH2:11][C:12]([C:14]1[CH:19]=[CH:18][CH:17]=[CH:16][CH:15]=1)=[O:13]. Procedure details: Using the method described in Example 1, 2,4-dimethylphenol is reacted with alpha-bromoacetophenone to provide alpha-(2,4-dimethylphenoxy)acetophenone.